From a dataset of the Open Reaction Database (ORD), a public repository of structured organic reaction records. describe an organic reaction: reactants, conditions, products, and yield Isolated yield 87.5%. The solvent is CN(C=O)C (dimethylformamide). Reaction conditions: temperature 75 celsius, time 1 hour. Starting materials: ClCC1=NN=C(S1)N1N=C(C2=C(CC1C)C=C1C(=C2)OCO1)C1=CC=C(C=C1)[N+](=O)[O-] ((±)-7-(5-chloromethyl-1,3,4-thiadiazol-2-yl)-8-methyl-5-(4-nitrophenyl)-8,9-dihydro-7H-1,3-dioxolo[4,5-h][2,3]benzodiazepine), C1(CC1)N (cyclopropylamine), [Cl-].[Na+] (sodium chloride). Procedure details: A mixture of 5 ml of dimethylformamide, 0.44 g (0.96 mmol) of (±)-7-(5-chloromethyl-1,3,4-thiadiazol-2-yl)-8-methyl-5-(4-nitrophenyl)-8,9-dihydro-7H-1,3-dioxolo[4,5-h][2,3]benzodiazepine (Example 34) and 0.37 ml (5.31 mmol) of cyclopropylamine was stirred at 70-80° C. for 1 h. Then the reaction mixture was poured into 20% sodium chloride solution and, the precipitated crude product was extracted into ethyl acetate. The solution was washed with water, dried and after evaporation yielded 0.39 g (8... Yields the product C1(CC1)NCC1=NN=C(S1)N1N=C(C2=C(CC1)C=C1C(=C2)OCO1)C1=CC=C(C=C1)[N+](=O)[O-] ((±)-7-(5-Cyclopropylaminomethyl-1,3,4-thiadiazol-2-yl)-5-(4-nitrophenyl)-8,9-dihydro-7H-1,3-dioxolo[4,5-h][2,3]benzodiazepine). As a reaction SMILES: Cl[CH2:2][C:3]1[S:7][C:6]([N:8]2[CH:14](C)[CH2:13][C:12]3[CH:16]=[C:17]4[O:22][CH2:21][O:20][C:18]4=[CH:19][C:11]=3[C:10]([C:23]3[CH:28]=[CH:27][C:26]([N+:29]([O-:31])=[O:30])=[CH:25][CH:24]=3)=[N:9]2)=[N:5][N:4]=1.[CH:32]1([NH2:35])[CH2:34][CH2:33]1.[Cl-].[Na+]>CN(C)C=O>[CH:32]1([NH:35][CH2:2][C:3]2[S:7][C:6]([N:8]3[CH2:14][CH2:13][C:12]4[CH:16]=[C:17]5[O:22][CH2:21][O:20][C:18]5=[CH:19][C:11]=4[C:10]([C:23]4[CH:28]=[CH:27][C:26]([N+:29]([O-:31])=[O:30])=[CH:25][CH:24]=4)=[N:9]3)=[N:5][N:4]=2)[CH2:34][CH2:33]1 |f:2.3|. Starting materials: I.CSC(NC1=C(C=CC=C1)N1CCOCC1)=N (2-methyl-1-(2-morpholinophenyl)-2-thiopseudourea hydroiodide), CNCCN (N-methylethylenediamine). Run in C(C)O (ethanol). The product is CN1C(NCC1)=NC1=C(C=CC=C1)N1CCOCC1 (4-[2-(1-methyl-2-imidazolidinylideneamino)phenyl]morpholine). RXN SMILES: I.CS[C:4](=[NH:18])[NH:5][C:6]1[CH:11]=[CH:10][CH:9]=[CH:8][C:7]=1[N:12]1[CH2:17][CH2:16][O:15][CH2:14][CH2:13]1.[CH3:19][NH:20][CH2:21][CH2:22]N>C(O)C>[CH3:19][N:20]1[CH2:21][CH2:22][NH:18][C:4]1=[N:5][C:6]1[CH:11]=[CH:10][CH:9]=[CH:8][C:7]=1[N:12]1[CH2:17][CH2:16][O:15][CH2:14][CH2:13]1 |f:0.1|. Reported procedure: A mixture of 2-methyl-1-(2-morpholinophenyl)-2-thiopseudourea hydroiodide (3 g prepared as described in Example 166), N-methylethylenediamine (2 ml) and absolute ethanol (35 ml) was heated under reflux for 8 hours to give a solid which was recrystallised from ethyl acetate to give 4-[2-(1-methyl-2-imidazolidinylideneamino)phenyl]morpholine (m.p. 156° C.). Reactants: [H][H] (hydrogen), C(C1=CC=CC=C1)OCCNC1=C(C=C(C(=N1)C(=O)N1CCC(CC1)N1CCCC1)C)C1=CC(=CC=C1)C(F)(F)F ([6-(2-benzyloxy-ethylamino)-3-methyl-5-(3-trifluoromethyl-phenyl)-pyridin-2-yl]-(4-pyrrolidin-1-yl-piperidin-1-yl)-methanone), C(C1=CC=CC=C1)OCCNC1=C(C=C(C(=N1)C(=O)N1CCC(CC1)N1CCCC1)C)C1=CC(=CC=C1)C(F)(F)F ([6-(2-benzyloxy-ethylamino)-3-methyl-5-(3-trifluoromethyl-phenyl)-pyridin-2-yl]-(4-pyrrolidin-1-yl-piperidin-1-yl)-methanone), Cl (hydrochloric acid). The reagents and catalysts are [Pd] (Pd—C). The solvent is CO (MeOH). Product: OCCNC1=C(C=C(C(=N1)C(=O)N1CCC(CC1)N1CCCC1)C)C1=CC(=CC=C1)C(F)(F)F ([6-(2-Hydroxy-ethylamino)-3-methyl-5-(3-trifluoromethyl-phenyl)-pyridin-2-yl]-(4-pyrrolidin-1-yl-piperidin-1-yl)-methanone). The yield is 76.4%. RXN SMILES: C([O:8][CH2:9][CH2:10][NH:11][C:12]1[N:17]=[C:16]([C:18]([N:20]2[CH2:25][CH2:24][CH:23]([N:26]3[CH2:30][CH2:29][CH2:28][CH2:27]3)[CH2:22][CH2:21]2)=[O:19])[C:15]([CH3:31])=[CH:14][C:13]=1[C:32]1[CH:37]=[CH:36][CH:35]=[C:34]([C:38]([F:41])([F:40])[F:39])[CH:33]=1)C1C=CC=CC=1.Cl.[H][H]>CO.[Pd]>[OH:8][CH2:9][CH2:10][NH:11][C:12]1[N:17]=[C:16]([C:18]([N:20]2[CH2:21][CH2:22][CH:23]([N:26]3[CH2:27][CH2:28][CH2:29][CH2:30]3)[CH2:24][CH2:25]2)=[O:19])[C:15]([CH3:31])=[CH:14][C:13]=1[C:32]1[CH:37]=[CH:36][CH:35]=[C:34]([C:38]([F:39])([F:41])[F:40])[CH:33]=1. Reported procedure: A solution of 0.14 g (0.25 mmol) of [6-(2-benzyloxy-ethylamino)-3-methyl-5-(3-trifluoromethyl-phenyl)-pyridin-2-yl]-(4-pyrrolidin-1-yl-piperidin-1-yl)-methanone (intermediate 14) in 6.0 ml of MeOH was treated at RT with 0.49 ml (0.49 mmol) of hydrochloric acid (1.0 molar in MeOH), followed by 0.026 g (0.025 mmol) of Pd—C (10%). The reaction mixture was vigorously stirred in an atmosphere of hydrogen for 3 hours. After filtration through dicalite, the solvent was removed by evaporation, then the ... Reactants: Clc1nc(N2CCOCC2)nc(N2CCSC2)n1, [Na+], CN(C)C=O, [OH-], c1c[nH]cn1. Product: c1cn(-c2nc(N3CCOCC3)nc(N3CCSC3)n2)cn1. As a reaction SMILES: [Cl:1][c:2]1[n:3][c:4]([N:14]2[CH2:15][S:16][CH2:17][CH2:18]2)[n:5][c:6]([N:8]2[CH2:9][CH2:10][O:11][CH2:12][CH2:13]2)[n:7]1.[Na+:20].[O:26]=[CH:27][N:28]([CH3:29])[CH3:30].[OH-:19].[nH:21]1[cH:22][n:23][cH:24][cH:25]1>>[c:2]1(-[n:21]2[cH:22][n:23][cH:24][cH:25]2)[n:3][c:4]([N:14]2[CH2:15][S:16][CH2:17][CH2:18]2)[n:5][c:6]([N:8]2[CH2:9][CH2:10][O:11][CH2:12][CH2:13]2)[n:7]1. Reactants: O, OO, O=c1ccoc2ccccc12. Yields the product O=c1c2c(oc3ccccc13)O2. As a reaction SMILES: [OH2:14].[OH:12][OH:13].[o:1]1[cH:2][cH:3][c:4](=[O:11])[c:5]2[cH:6][cH:7][cH:8][cH:9][c:10]12>>[o:1]1[c:2]2[c:3]([c:4](=[O:11])[c:5]3[cH:6][cH:7][cH:8][cH:9][c:10]13)[O:12]2.